This data is from the Open Reaction Database (ORD), a public repository of structured organic reaction records. The task is: describe an organic reaction: reactants, conditions, products, and yield The reactants are Cc1ccc(S(=O)(=O)OCC(O)Cc2cc(C)c3c(c2O)CCC3)cc1, Cc1ccc(S(=O)(=O)[O-])cc1. Yields the product Cc1ccc(S(=O)(=O)OCC2Cc3cc(C)c4c(c3O2)CCC4)cc1. Reaction SMILES: [CH3:12][c:13]1[cH:14][cH:15][c:16]([S:19](=[O:20])(=[O:21])[O:22][CH2:23][CH:24]([CH2:25][c:26]2[c:27]([OH:36])[c:28]3[c:32]([c:33]([CH3:35])[cH:34]2)[CH2:31][CH2:30][CH2:29]3)[OH:37])[cH:17][cH:18]1.[O-:1][S:2]([c:3]1[cH:4][cH:5][c:6]([CH3:7])[cH:8][cH:9]1)(=[O:10])=[O:11]>>[CH3:12][c:13]1[cH:14][cH:15][c:16]([S:19](=[O:20])(=[O:21])[O:22][CH2:23][CH:24]2[CH2:25][c:26]3[c:27]([c:28]4[c:32]([c:33]([CH3:35])[cH:34]3)[CH2:31][CH2:30][CH2:29]4)[O:37]2)[cH:17][cH:18]1. The product is CCOC(=O)c1cc(C)c(C(=O)OCC)n1C. Reaction SMILES: [CH3:19][CH2:20][CH2:21][CH2:22][CH2:23][CH3:24].[CH3:1][c:2]1[c:3]([C:12](=[O:13])[O:14][CH2:15][CH3:16])[nH:4][c:5]([C:7](=[O:8])[O:9][CH2:10][CH3:11])[cH:6]1.[CH3:25][I:26].[CH3:28][N:29]([CH3:30])[CH:31]=[O:32].[H-:17].[Na+:18].[OH2:27]>>[CH3:1][c:2]1[c:3]([C:12](=[O:13])[O:14][CH2:15][CH3:16])[n:4]([CH3:19])[c:5]([C:7](=[O:8])[O:9][CH2:10][CH3:11])[cH:6]1. Reactants: CCCCCC, CCOC(=O)c1cc(C)c(C(=O)OCC)[nH]1, CI, CN(C)C=O, [H-], [Na+], O.